From a dataset of the Open Reaction Database (ORD), a public repository of structured organic reaction records. describe an organic reaction: reactants, conditions, products, and yield Reactants: CCC(=NO)c1ccccc1, CN(C)C=O, N#Cc1ccccc1Cl, [H-], [Na+]. Yields the product CCC(=NOc1ccccc1C#N)c1ccccc1. RXN SMILES: [C:1]([CH2:2][CH3:3])([c:4]1[cH:5][cH:6][cH:7][cH:8][cH:9]1)=[N:10][OH:11].[CH3:23][N:24]([CH3:25])[CH:26]=[O:27].[Cl:14][c:15]1[c:16]([C:17]#[N:18])[cH:19][cH:20][cH:21][cH:22]1.[H-:12].[Na+:13]>>[C:1]([CH2:2][CH3:3])([c:4]1[cH:5][cH:6][cH:7][cH:8][cH:9]1)=[N:10][O:11][c:15]1[c:16]([C:17]#[N:18])[cH:19][cH:20][cH:21][cH:22]1. Reactants: C(C)OC(C(CC(CC)=O)C#N)=O (2-cyano-4-oxohexanoic acid ethyl ester), C1=CC=CC=C1 (benzene), C(CO)O (ethylene glycol), O.C1(=CC=C(C=C1)S(=O)(=O)O)C (p-toluenesulfonic acid monohydrate). The solvent is O (water). The product is C(C)OC(C(CC1(OCCO1)CC)C#N)=O (α-cyano-2-ethyl-1,3-dioxolane-2-propanoic Acid Ethyl Ester). As a reaction SMILES: [CH2:1]([O:3][C:4](=[O:13])[CH:5]([C:11]#[N:12])[CH2:6][C:7](=[O:10])[CH2:8][CH3:9])[CH3:2].[CH2:14](O)[CH2:15][OH:16].O.C1(C)C=CC(S(O)(=O)=O)=CC=1.C1C=CC=CC=1>O>[CH2:1]([O:3][C:4](=[O:13])[CH:5]([C:11]#[N:12])[CH2:6][C:7]1([CH2:8][CH3:9])[O:16][CH2:15][CH2:14][O:10]1)[CH3:2] |f:2.3|. Reported procedure: In a 500 mL flask equipped with a reflux condenser and Dean-Stark trap were combined 40.0 g (218 mmol) of 2-cyano-4-oxohexanoic acid ethyl ester, 20.3 g (327 mmol) of ethylene glycol, 0.83 g (4.3 mmol) of p-toluenesulfonic acid monohydrate, and 100 mL of benzene. The reaction was heated to reflux until approximately 4.5 mL of water had been collected in the trap. The reaction was cooled to ambient temperature, washed with 50 mL of water, 50 mL of saturated δsodium bicarbonate solution and dried ... Starting materials: CCc1nc2c(cnn2CC)c(NC2CCOCC2)c1CNC(=O)c1cccc(CNCC(O)c2ccc(O)c(CO[Si](C)(C)C(C)(C)C)c2)c1, F, [N-]=[N+]=NCC(O)c1ccc(OCc2ccccc2)c2[nH]c(=O)ccc12, c1ccncc1. Product: CCc1nc2c(cnn2CC)c(NC2CCOCC2)c1CNC(=O)c1cccc(CNCC(O)c2ccc(O)c(CO)c2)c1. RXN SMILES: [C:33]([Si:34]([CH3:35])([CH3:36])[O:38][CH2:39][c:40]1[cH:41][c:42]([CH:47]([CH2:48][NH:49][CH2:50][c:51]2[cH:52][c:53]([C:54](=[O:55])[NH:56][CH2:57][c:58]3[c:59]([NH:71][CH:72]4[CH2:73][CH2:74][O:75][CH2:76][CH2:77]4)[c:60]4[c:61]([n:62][c:63]3[CH2:64][CH3:65])[n:66]([CH2:69][CH3:70])[n:67][cH:68]4)[cH:78][cH:79][cH:80]2)[OH:81])[cH:43][cH:44][c:45]1[OH:46])([CH3:37])([CH3:82])[CH3:83].[FH:26].[N:1]([CH2:2][CH:3]([c:4]1[cH:5][cH:6][c:7]([O:8][CH2:9][c:10]2[cH:11][cH:12][cH:13][cH:14][cH:15]2)[c:16]2[c:17]1[cH:18][cH:19][c:20](=[O:21])[nH:22]2)[OH:23])=[N+:24]=[N-:25].[cH:27]1[cH:28][cH:29][n:30][cH:31][cH:32]1>>[OH:38][CH2:39][c:40]1[cH:41][c:42]([CH:47]([CH2:48][NH:49][CH2:50][c:51]2[cH:52][c:53]([C:54](=[O:55])[NH:56][CH2:57][c:58]3[c:59]([NH:71][CH:72]4[CH2:73][CH2:74][O:75][CH2:76][CH2:77]4)[c:60]4[c:61]([n:62][c:63]3[CH2:64][CH3:65])[n:66]([CH2:69][CH3:70])[n:67][cH:68]4)[cH:78][cH:79][cH:80]2)[OH:81])[cH:43][cH:44][c:45]1[OH:46]. Starting materials: CC=1C=C(C(=O)O)C=CC1[N+](=O)[O-] (3-methyl-4-nitrobenzoic acid), CO (methanol). Run at time 8 hour. The product is CC=1C=C(C(=O)OC)C=CC1[N+](=O)[O-] (methyl 3-methyl-4-nitrobenzoate). RXN SMILES: [CH3:1][C:2]1[CH:3]=[C:4]([CH:8]=[CH:9][C:10]=1[N+:11]([O-:13])=[O:12])[C:5]([OH:7])=[O:6].[CH3:14]O>>[CH3:1][C:2]1[CH:3]=[C:4]([CH:8]=[CH:9][C:10]=1[N+:11]([O-:13])=[O:12])[C:5]([O:7][CH3:14])=[O:6]. Procedure details: In a 5-liter three-necked round-bottomed flask equipped with a reflux condenser, overhead stirrer and gas inlet, was placed 300 g of 3-methyl-4-nitrobenzoic acid and 3 l of methanol. To the resulting well-stirred solution was bubbled in 20.8 g of hydrogen chloride and the resulting mixture was refluxed for 3 hours. The reaction mixture was cooled to room temperature and allowed to stand overnight. The expected methyl 3-methyl-4-nitrobenzoate precipitated as light yellow crystals, which were coll... Reactants: C(C)OC([C@H](CC1=CC=C(C=C1)C#CCCl)OC)=O ((2S)-3-[4-(3-Chloro-prop-1-ynyl)-phenyl]-2-methoxy-propionic acid ethyl ester), OC1=CC=2C(C3=CC=CC=C3C2C=C1)=O (2-hydroxy-9-fluorenone). Product: CO[C@H](C(=O)O)CC1=CC=C(C=C1)C#CCOC1=CC=2C(C3=CC=CC=C3C2C=C1)=O ((2S)-2-Methoxy-3-{4-[3-(9-oxo-9H-fluoren-2-yloxy)-prop-1-ynyl]-phenyl}-propionic acid). RXN SMILES: C([O:3][C:4](=[O:19])[C@@H:5]([O:17][CH3:18])[CH2:6][C:7]1[CH:12]=[CH:11][C:10]([C:13]#[C:14][CH2:15]Cl)=[CH:9][CH:8]=1)C.[OH:20][C:21]1[CH:33]=[CH:32][C:31]2[C:30]3[C:25](=[CH:26][CH:27]=[CH:28][CH:29]=3)[C:24](=[O:34])[C:23]=2[CH:22]=1>>[CH3:18][O:17][C@@H:5]([CH2:6][C:7]1[CH:8]=[CH:9][C:10]([C:13]#[C:14][CH2:15][O:20][C:21]2[CH:33]=[CH:32][C:31]3[C:30]4[C:25](=[CH:26][CH:27]=[CH:28][CH:29]=4)[C:24](=[O:34])[C:23]=3[CH:22]=2)=[CH:11][CH:12]=1)[C:4]([OH:3])=[O:19]. Reported procedure: The title compound was prepared from (2S)-3-[4-(3-Chloro-prop-1-ynyl)-phenyl]-2-methoxy-propionic acid ethyl ester from Example 5 Step A and 2-hydroxy-9-fluorenone in a manner analogous to that described for Example 5, Step B. MS(ES) for C26H20O5 [M−H]−: 411.2